From a dataset of the Open Reaction Database (ORD), a public repository of structured organic reaction records. describe an organic reaction: reactants, conditions, products, and yield The reactants are CCSCCSC(=NO)C(C(=O)NC)C(C)(C)C, CNC(=O)C(C(=NO)SCSC)C(C)(C)C, CCSCSC(=NO)C(C(N)=O)C(C)(C)C. Product: CNC(=O)C(C(=NO)SCCSC)C(C)(C)C. As a reaction SMILES: [CH3:17][C:18]([CH:19]([C:20]([S:21][CH2:22][CH2:23][S:24][CH2:25][CH3:26])=[N:27][OH:28])[C:29]([NH:30][CH3:31])=[O:32])([CH3:33])[CH3:34].[CH3:1][C:2]([CH3:3])([CH3:4])[CH:5]([C:6](=[O:7])[NH:8][CH3:9])[C:10](=[N:11][OH:12])[S:13][CH2:14][S:15][CH3:16].[CH3:35][C:36]([CH3:37])([CH3:38])[CH:39]([C:40](=[O:41])[NH2:42])[C:43](=[N:44][OH:45])[S:46][CH2:47][S:48][CH2:49][CH3:50]>>[CH3:17][C:18]([CH:19]([C:20]([S:21][CH2:22][CH2:23][S:24][CH3:25])=[N:27][OH:28])[C:29]([NH:30][CH3:31])=[O:32])([CH3:33])[CH3:34]. The reactants are C(C)(=O)[O-].[Pb+2].C(C)(=O)[O-] (lead acetate), C(C)N(CCN1C(C2=C(CC1)NC(=C2C)C=C2C(NC1=CC=C(C=C21)F)=O)=O)CC (5-(2-diethylamino-ethyl)-2-(5-fluoro-2-oxo-1,2-dihydro-indol-3-ylidenemethyl)-3-methyl-1,5,6,7-tetrahydro-pyrrolo[3,2-c]pyridin-4-one), [OH-].[Na+] (sodium hydroxide). The solvent is C(C)(=O)O (acetic acid). Conditions: time 2.5 hour. The product is C(C)N(CCN1C(C2=C(C=C1)NC(=C2C)C=C2C(NC1=CC=C(C=C21)F)=O)=O)CC (5-(2-diethylamino-ethyl)-2-(5-fluoro-2-oxo-1,2-dihydro-indol-3-ylidenemethyl)-3-methyl-1,5-dihydro-pyrrolo[3,2-c]pyridine-4-one). The yield is 21.4%. As a reaction SMILES: [CH2:1]([N:3]([CH2:29][CH3:30])[CH2:4][CH2:5][N:6]1[CH2:11][CH2:10][C:9]2[NH:12][C:13]([CH:16]=[C:17]3[C:25]4[C:20](=[CH:21][CH:22]=[C:23]([F:26])[CH:24]=4)[NH:19][C:18]3=[O:27])=[C:14]([CH3:15])[C:8]=2[C:7]1=[O:28])[CH3:2].C([O-])(=O)C.[Pb+2].C([O-])(=O)C.[OH-].[Na+]>C(O)(=O)C>[CH2:29]([N:3]([CH2:1][CH3:2])[CH2:4][CH2:5][N:6]1[CH:11]=[CH:10][C:9]2[NH:12][C:13]([CH:16]=[C:17]3[C:25]4[C:20](=[CH:21][CH:22]=[C:23]([F:26])[CH:24]=4)[NH:19][C:18]3=[O:27])=[C:14]([CH3:15])[C:8]=2[C:7]1=[O:28])[CH3:30] |f:1.2.3,4.5|. Procedure: A stirred solution of 5-(2-diethylamino-ethyl)-2-(5-fluoro-2-oxo-1,2-dihydro-indol-3-ylidenemethyl)-3-methyl-1,5,6,7-tetrahydro-pyrrolo[3,2-c]pyridin-4-one (150 mg, 0.366 mmol) in acetic acid (3.5 ml) was cooled to 15° C. in an ice-water bath. The mixture was added with lead acetate (130 mg, 0.293 mmol) and stirred for 2.5 hours at room temperature. The mixture was added with 1N aqueous sodium hydroxide solution (60 ml) and extracted with a 5 to 1 solvent mixture of dichloromethane and methanol ... Starting materials: C(C)NC1=C(C(=CC=C1[N+](=O)[O-])F)C1=NC=CC=C1 (ethyl-(3-fluoro-6-nitro-2-pyridin-2-yl-phenyl)amine). The reagents and catalysts are [Pd] (palladium on carbon). The solvent is C(C)(=O)OCC (ethyl acetate). Reaction conditions: temperature 20 celsius, time 3 day. The product is C(C)NC=1C(=CC=C(C1C1=NC=CC=C1)F)N (N2-Ethyl-4-fluoro-3-pyridin-2-yl-benzene-1,2-diamine). Yield: 69.0%. RXN SMILES: [CH2:1]([NH:3][C:4]1[C:9]([N+:10]([O-])=O)=[CH:8][CH:7]=[C:6]([F:13])[C:5]=1[C:14]1[CH:19]=[CH:18][CH:17]=[CH:16][N:15]=1)[CH3:2]>[Pd].C(OCC)(=O)C>[CH2:1]([NH:3][C:4]1[C:9]([NH2:10])=[CH:8][CH:7]=[C:6]([F:13])[C:5]=1[C:14]1[CH:19]=[CH:18][CH:17]=[CH:16][N:15]=1)[CH3:2]. Procedure: A mixture of ethyl-(3-fluoro-6-nitro-2-pyridin-2-yl-phenyl)amine (1.00 g, 3.82 mmol) and 10% palladium on carbon (0.10 g) in ethyl acetate (15 mL) was stirred under an atmosphere of hydrogen at atmospheric pressure and 20° C. for 3 days. The catalyst was removed by filtration and the resultant solution was concentrated in vacuo. The residue was purified by silica gel chromatography eluting (Si—PPC, gradient 0-100% EtOAc/cyclohexane) to give the title compound as yellow oil (0.61 g, 69%). 1H NMR ... Starting materials: C1(=CC=C(C=C1)C[C@H](CC(=O)OC(C)(C)C)NC(=O)OC(C)(C)C)C1=CC=CC=C1 ((R)-tert-butyl 4-(biphenyl-4-yl)-3-(tert-butoxycarbonylamino)butanoate), Cl (HCl), O1CCOCC1 (1,4-dioxane), C1(CCC(=O)O1)=O (succinic anhydride), CCN(C(C)C)C(C)C (DIPEA). Solvent: ClCCl (dichloromethane). Run at time 45 minute. The product is C1(=CC=C(C=C1)C[C@H](CC(=O)OC(C)(C)C)NC(CCC(=O)O)=O)C1=CC=CC=C1 ((R)-4-(1-(biphenyl-4-yl)-4-tert-butoxy-4-oxobutan-2-ylamino)-4-oxobutanoic acid). Isolated yield 36.1%. As a reaction SMILES: [C:1]1([C:25]2[CH:30]=[CH:29][CH:28]=[CH:27][CH:26]=2)[CH:6]=[CH:5][C:4]([CH2:7][C@@H:8]([NH:17]C(OC(C)(C)C)=O)[CH2:9][C:10]([O:12][C:13]([CH3:16])([CH3:15])[CH3:14])=[O:11])=[CH:3][CH:2]=1.Cl.O1CCOCC1.[C:38]1(=[O:44])[O:43][C:41](=[O:42])[CH2:40][CH2:39]1.CCN(C(C)C)C(C)C>ClCCl>[C:1]1([C:25]2[CH:30]=[CH:29][CH:28]=[CH:27][CH:26]=2)[CH:6]=[CH:5][C:4]([CH2:7][C@@H:8]([NH:17][C:38](=[O:44])[CH2:39][CH2:40][C:41]([OH:43])=[O:42])[CH2:9][C:10]([O:12][C:13]([CH3:16])([CH3:15])[CH3:14])=[O:11])=[CH:3][CH:2]=1. Procedure details: To (R)-tert-butyl 4-(biphenyl-4-yl)-3-(tert-butoxycarbonylamino)butanoate (26.4 mg, 0.064 mmol) is added 4M HCl in 1,4-dioxane (0.321 ml, 1.283 mmol) at room temperature. The reaction mixture is stirred for 45 minutes and concentrated under reduced pressure. To a solution of the obtained residue in dichloromethane (0.4 mL) is added succinic anhydride (7.70 mg, 0.077 mmol) and DIPEA (0.013 mL, 0.077 mmol). The reaction mixture is allowed to stir at room temperature for 14 hours and concentrated u... RXN SMILES: [CH2:1]([CH3:2])[O:3][CH:4]1[CH:5]([OH:33])[CH2:6][CH:7]2[CH2:8][CH2:9][CH:10]3[CH:11]4[CH2:12][CH2:13][CH:14]([C:15]([CH2:16][N:17]5[CH2:18][CH2:19][O:20][CH2:21][CH2:22]5)=[O:23])[C:24]4([CH3:32])[CH2:25][C:26](=[O:31])[CH:27]3[C:28]2([CH3:30])[CH2:29]1.[CH3:34][C:35]([OH:36])=[O:37].[CH3:38][CH2:39][OH:40]>>[CH2:1]([CH3:2])[O:3][CH:4]1[CH:5]([OH:33])[CH2:6][CH:7]2[CH2:8][CH2:9][CH:10]3[CH:11]4[CH2:12][CH2:13][CH:14]([C:15]([CH2:16][N:17]5[CH2:18][CH2:19][O:20][CH2:21][CH2:22]5)=[O:23])[C:24]4([CH3:32])[CH2:25][C:26](=[O:31])[CH:27]3[C:28]2([CH3:30])[CH2:29]1.[CH3:34][C:35](=[O:36])[O-:37]. The product is CCOC1CC2(C)C(CCC3C4CCC(C(=O)CN5CCOCC5)C4(C)CC(=O)C32)CC1O, CC(=O)[O-]. Reactants: CCOC1CC2(C)C(CCC3C4CCC(C(=O)CN5CCOCC5)C4(C)CC(=O)C32)CC1O, CC(=O)O, CCO. Starting materials: CCOC(=O)CCN1C(=O)CC1C(=O)OCC, CCO. Yields the product CCOC(=O)CCN1C(=O)CC1CO. RXN SMILES: [CH2:1]([CH3:2])[O:3][C:4](=[O:5])[CH2:6][CH2:7][N:8]1[CH:9]([C:13](=[O:14])[O:15][CH2:16][CH3:17])[CH2:10][C:11]1=[O:12].[CH3:18][CH2:19][OH:20]>>[CH2:1]([CH3:2])[O:3][C:4](=[O:5])[CH2:6][CH2:7][N:8]1[CH:9]([CH2:13][OH:14])[CH2:10][C:11]1=[O:12]. Reactants: COC(=O)CN(Cc1ccc(Cl)cc1)C1CCN(C(=O)OC(C)(C)C)C1, CO, [Na+], [OH-]. The product is CC(C)(C)OC(=O)N1CCC(N(CC(=O)O)Cc2ccc(Cl)cc2)C1. As a reaction SMILES: [C:1]([CH3:2])([CH3:3])([CH3:4])[O:5][C:6](=[O:7])[N:8]1[CH2:9][CH:10]([N:13]([CH2:14][C:15](=[O:16])[O:17][CH3:18])[CH2:19][c:20]2[cH:21][cH:22][c:23]([Cl:26])[cH:24][cH:25]2)[CH2:11][CH2:12]1.[CH3:27][OH:28].[Na+:30].[OH-:29]>>[C:1]([CH3:2])([CH3:3])([CH3:4])[O:5][C:6](=[O:7])[N:8]1[CH2:9][CH:10]([N:13]([CH2:14][C:15](=[O:16])[OH:17])[CH2:19][c:20]2[cH:21][cH:22][c:23]([Cl:26])[cH:24][cH:25]2)[CH2:11][CH2:12]1.